Dataset: the Open Reaction Database (ORD), a public repository of structured organic reaction records. Task: describe an organic reaction: reactants, conditions, products, and yield Reactants: C(C(=O)C1=CC=CC=C1)C1C(C2=CC=CC=C2CC1)=O (2-phenacyl-1-tetralone), NC=1C=C(C(=O)O)C=CC1 (m-aminobenzoic acid). Solvent: C(C)(=O)O (acetic acid). Yields the product C(=O)(O)C=1C=C(C=CC1)N1C(=CC=2CCC3=C(C12)C=CC=C3)C3=CC=CC=C3 (1-(3-Carboxyphenyl)-4,5-dihydro-2-phenylbenz[g]indole). RXN SMILES: [CH2:1]([CH:10]1[CH2:19][CH2:18][C:17]2[C:12](=[CH:13][CH:14]=[CH:15][CH:16]=2)[C:11]1=O)[C:2]([C:4]1[CH:9]=[CH:8][CH:7]=[CH:6][CH:5]=1)=O.[NH2:21][C:22]1[CH:23]=[C:24]([CH:28]=[CH:29][CH:30]=1)[C:25]([OH:27])=[O:26]>C(O)(=O)C>[C:25]([C:24]1[CH:23]=[C:22]([N:21]2[C:11]3[C:12]4[CH:13]=[CH:14][CH:15]=[CH:16][C:17]=4[CH2:18][CH2:19][C:10]=3[CH:1]=[C:2]2[C:4]2[CH:9]=[CH:8][CH:7]=[CH:6][CH:5]=2)[CH:30]=[CH:29][CH:28]=1)([OH:27])=[O:26]. Procedure details: A solution of 10.5 g. (0.04 mole) of 2-phenacyl-1-tetralone (m.p. 73°-76°), 5.5 g. (0.04 mole) of m-aminobenzoic acid, and 35 ml. of glacial acetic acid was heated under reflux for 31/2 hours, cooled and filtered. The filter cake was washed with water and dried to provide 8.6 g. of solid, m.p. 225°-228°. Recrystallization from ethanol and from ethanol-water gave off-white crystals, m.p. 253.5°-255°. The reactants are IC1=C(C=CC=C1)O (2-iodophenol), [F-].[Cs+] (cesium fluoride), CC(C(=O)NOC1OCCCC1)(CCC1=CC=C(C=C1)B1OC(C(O1)(C)C)(C)C)S(=O)(=O)C (2-methyl-2-(methylsulfonyl)-N-(tetrahydro-2H-pyran-2-yloxy)-4-[4-(4,4,5,5-tetramethyl-1,3,2-dioxaborolan-2-yl)phenyl]butanamide), BrC=1C=CC(NC1)=C1C(OC(OC1=O)(C)C)=O (5-(5-bromopyridin-2(1H)-ylidene)-2,2-dimethyl-1,3-dioxane-4,6-dione). The reagents and catalysts are C=1C=CC(=CC1)[P](C=2C=CC=CC2)(C=3C=CC=CC3)[Pd]([P](C=4C=CC=CC4)(C=5C=CC=CC5)C=6C=CC=CC6)([P](C=7C=CC=CC7)(C=8C=CC=CC8)C=9C=CC=CC9)[P](C=1C=CC=CC1)(C=1C=CC=CC1)C=1C=CC=CC1 (Palladium tetrakis). The solvent is O (water), O1CCOCC1 (1,4-dioxane), C(C)(=O)OCC (ethyl acetate), O (water). Run at temperature 115 celsius, time 8 hour. Yields the product OC1=C(C=CC=C1)C1=CC=C(C=C1)CCC(C(=O)NOC1OCCCC1)(S(=O)(=O)C)C (4-(2′-hydroxybiphenyl-4-yl)-2-methyl-2-(methylsulfonyl)-N-(tetrahydro-2H-pyran-2-yloxy)butanamide). As a reaction SMILES: [CH3:1][C:2]([S:30]([CH3:33])(=[O:32])=[O:31])([CH2:13][CH2:14][C:15]1[CH:20]=[CH:19][C:18](B2OC(C)(C)C(C)(C)O2)=[CH:17][CH:16]=1)[C:3]([NH:5][O:6][CH:7]1[CH2:12][CH2:11][CH2:10][CH2:9][O:8]1)=[O:4].Br[C:35]1[CH:36]=[CH:37][C:38](=[C:41]2[C:46](=[O:47])OC(C)(C)OC2=O)NC=1.IC1C=CC=CC=1O.[F-].[Cs+]>C(OCC)(=O)C.O.C1C=CC([P]([Pd]([P](C2C=CC=CC=2)(C2C=CC=CC=2)C2C=CC=CC=2)([P](C2C=CC=CC=2)(C2C=CC=CC=2)C2C=CC=CC=2)[P](C2C=CC=CC=2)(C2C=CC=CC=2)C2C=CC=CC=2)(C2C=CC=CC=2)C2C=CC=CC=2)=CC=1.O1CCOCC1>[OH:47][C:46]1[CH:35]=[CH:36][CH:37]=[CH:38][C:41]=1[C:18]1[CH:17]=[CH:16][C:15]([CH2:14][CH2:13][C:2]([CH3:1])([S:30]([CH3:33])(=[O:32])=[O:31])[C:3]([NH:5][O:6][CH:7]2[CH2:12][CH2:11][CH2:10][CH2:9][O:8]2)=[O:4])=[CH:20][CH:19]=1 |f:3.4,^1:71,73,92,111|. Procedure details: To a flask containing 2-methyl-2-(methylsulfonyl)-N-(tetrahydro-2H-pyran-2-yloxy)-4-[4-(4,4,5,5-tetramethyl-1,3,2-dioxaborolan-2-yl)phenyl]butanamide prepared as in Preparation Number 3 (150 mg, 0.312 mmol) was added 2-iodophenol (89.3 mg, 0.406 mmol), cesium fluoride (190 mg, 1.25 mmol), water (500 uL) and 1,4-dioxane (3 mL). To this mixture was added Palladium tetrakis (54.3 mg, 0.047 mmol) and the mixture was heated to 115° C. with stirring overnight. The mixture was diluted with ethyl acetat... Starting materials: CO, [H][H], N#CCOCCCCN1C(=O)CCCC1CCC(O)Cc1ccccc1. Product: NCCOCCCCN1C(=O)CCCC1CCC(O)Cc1ccccc1. Reaction SMILES: [CH3:29][OH:30].[H:27][H:28].[OH:1][CH:2]([CH2:3][CH2:4][CH:5]1[N:6]([CH2:12][CH2:13][CH2:14][CH2:15][O:16][CH2:17][C:18]#[N:19])[C:7](=[O:11])[CH2:8][CH2:9][CH2:10]1)[CH2:20][c:21]1[cH:22][cH:23][cH:24][cH:25][cH:26]1>>[OH:1][CH:2]([CH2:3][CH2:4][CH:5]1[N:6]([CH2:12][CH2:13][CH2:14][CH2:15][O:16][CH2:17][CH2:18][NH2:19])[C:7](=[O:11])[CH2:8][CH2:9][CH2:10]1)[CH2:20][c:21]1[cH:22][cH:23][cH:24][cH:25][cH:26]1. Reactants: CI, CC[O-], CCO, [Na+], CC(c1cccnc1)c1c[nH]c(=S)[nH]c1=O. The product is CSc1ncc(C(C)c2cccnc2)c(=O)[nH]1. As a reaction SMILES: [CH3:17][I:18].[CH3:20][CH2:21][O-:22].[CH3:23][CH2:24][OH:25].[Na+:19].[n:1]1[cH:2][c:3]([CH:7]([CH3:8])[c:9]2[c:10](=[O:16])[nH:11][c:12](=[S:15])[nH:13][cH:14]2)[cH:4][cH:5][cH:6]1>>[n:1]1[cH:2][c:3]([CH:7]([CH3:8])[c:9]2[c:10](=[O:16])[nH:11][c:12]([S:15][CH3:20])[n:13][cH:14]2)[cH:4][cH:5][cH:6]1. Starting materials: C(CC(=O)[O-])(=O)OC (methyl malonate), [H-].[Na+] (NaH), CN(C)C=O (DMF), ClC=1C(=C(C#N)C=CC1F)F (3-Chloro-2,4-difluorobenzonitrile), ethyl acetate hexanes, [H][H] (hydrogen), methyl(R,S)-2-(2-chloro-6-cyano-3-fluorophenyl)malonate. Solvent: CCOCC (ether). Run at time 12 hour. Yields the product ClC1=C(C=CC(=C1OC)C#N)C1CO1 ((2-Chloro-4-cyano-3-methoxyphenyl)ethylene oxide). As a reaction SMILES: [C:1]([O:7][CH3:8])(=O)CC([O-])=O.[H-].[Na+].[H][H].[Cl:13][C:14]1[C:15](F)=[C:16]([CH:19]=[CH:20][C:21]=1F)[C:17]#[N:18].CN([CH:27]=[O:28])C>CCOCC>[Cl:13][C:14]1[C:15]([O:28][CH3:27])=[C:16]([C:17]#[N:18])[CH:19]=[CH:20][C:21]=1[CH:1]1[O:7][CH2:8]1 |f:1.2|. Reported procedure: t-Butyl, methyl malonate (7.5 g, 43 mmol) in DMF (50 mL) was cooled in an ice bath before NaH (60% in mineral oil, 1.0 g, 42 mmol) was added portionwise over 5 minutes with hydrogen evolution. The suspension was allowed to warm to RT for 30 minutes at which time everything was in solution. 3-Chloro-2,4-difluorobenzonitrile (5.0 g, 28.8 mmol) was added as a solid and the reaction was heated to 90° C. for 4 hours and then at RT for 12 hours. TLC (15% ethyl acetate/hexanes) indicated still some sta...